This data is from the Open Reaction Database (ORD), a public repository of structured organic reaction records. The task is: describe an organic reaction: reactants, conditions, products, and yield Solvent: C(Cl)Cl (DCM). As a reaction SMILES: [C:1]([C:5]1[CH:6]=[C:7]([NH:20][C:21]([NH:23][C@@H:24]2[C:33]3[C:28](=[CH:29][CH:30]=[CH:31][CH:32]=3)[C@H:27]([O:34][C:35]3[CH:36]=[CH:37][C:38]4[N:39]([C:41]([N:44]([CH:48]([CH3:50])[CH3:49])[CH:45]([CH3:47])[CH3:46])=[N:42][N:43]=4)[CH:40]=3)[CH2:26][CH2:25]2)=[O:22])[N:8]([C:10]2[CH:15]=[CH:14][CH:13]=[C:12]([O:16][CH2:17][CH2:18][OH:19])[CH:11]=2)[N:9]=1)([CH3:4])([CH3:3])[CH3:2].CCN(C(C)C)C(C)C.[CH3:60][S:61](Cl)(=[O:63])=[O:62]>C(Cl)Cl>[C:1]([C:5]1[CH:6]=[C:7]([NH:20][C:21]([NH:23][C@@H:24]2[C:33]3[C:28](=[CH:29][CH:30]=[CH:31][CH:32]=3)[C@H:27]([O:34][C:35]3[CH:36]=[CH:37][C:38]4[N:39]([C:41]([N:44]([CH:45]([CH3:46])[CH3:47])[CH:48]([CH3:50])[CH3:49])=[N:42][N:43]=4)[CH:40]=3)[CH2:26][CH2:25]2)=[O:22])[N:8]([C:10]2[CH:11]=[C:12]([CH:13]=[CH:14][CH:15]=2)[O:16][CH2:17][CH2:18][O:19][S:61]([CH3:60])(=[O:63])=[O:62])[N:9]=1)([CH3:4])([CH3:2])[CH3:3]. Conditions: time 2 hour. Reactants: CCN(C(C)C)C(C)C (DIPEA), C(C)(C)(C)C=1C=C(N(N1)C1=CC(=CC=C1)OCCO)NC(=O)N[C@H]1CC[C@H](C2=CC=CC=C12)OC=1C=CC=2N(C1)C(=NN2)N(C(C)C)C(C)C (1-{5-tert-Butyl-2-[3-(2-hydroxy-ethoxy)-phenyl]-2H-pyrazol-3-yl}-3-[(1S,4R)-4-(3-diisopropylamino-[1,2,4]triazolo[4,3-a]pyridin-6-yloxy)-1,2,3,4-tetrahydro-naphthalen-1-yl]-urea), CS(=O)(=O)Cl (methanesulfonyl chloride). The yield is 131.8%. Procedure details: To an ice-bath cooled solution of Intermediate 103e (97 mg, 0.13 mmol) in DCM (2 mL) was added DIPEA (58 μL, 0.32 mmol) followed by methanesulfonyl chloride (22 μL, 0.27 mmol). The reaction mixture was stirred for 2 h then partitioned between DCM and water. The aqueous phase was extracted with DCM (×3) and the combined organic layers were washed with brine, dried (MgSO4) and concentrated in vacuo to afford the title compound (130 mg, quantitative). LCMS (Method 1): Rt 3.69 min, m/z 759 [MH+]. The product is C(C)(C)(C)C1=NN(C(=C1)NC(=O)N[C@H]1CC[C@H](C2=CC=CC=C12)OC=1C=CC=2N(C1)C(=NN2)N(C(C)C)C(C)C)C=2C=C(OCCOS(=O)(=O)C)C=CC2 (Methanesulfonic acid 2-[3-(3-tert-butyl-5-{3-[(1S,4R)-4-(3-diisopropylamino-[1,2,4]triazolo[4,3-a]pyridin-6-yloxy)-1,2,3,4-tetrahydro-naphthalen-1-yl]-ureido}-pyrazol-1-yl)-phenoxy]-ethyl ester). Reactants: O=C([O-])O, O=C(Nc1ccc(F)c(C(=O)c2c[nH]c3ncncc23)c1F)OCc1ccccc1, C1COCCO1, COC(=O)Nc1ccc(F)c(C(=O)c2c[nH]c3ncncc23)c1F, Cl, [Na+], [Na+], [OH-]. Yields the product Nc1ccc(F)c(C(=O)c2c[nH]c3ncncc23)c1F. As a reaction SMILES: [C:58](=[O:59])([OH:60])[O-:61].[CH2:1]([O:2][C:3](=[O:4])[NH:10][c:11]1[c:12]([F:29])[c:13]([C:18](=[O:19])[c:20]2[cH:21][nH:22][c:23]3[n:24][cH:25][n:26][cH:27][c:28]23)[c:14]([F:17])[cH:15][cH:16]1)[c:5]1[cH:6][cH:7][cH:8][cH:9][cH:30]1.[CH2:63]1[O:64][CH2:65][CH2:66][O:67][CH2:68]1.[CH3:31][O:32][C:33](=[O:34])[NH:35][c:36]1[cH:37][cH:38][c:39]([F:40])[c:41]([C:42]([c:43]2[c:44]3[cH:45][n:46][cH:47][n:48][c:49]3[nH:50][cH:51]2)=[O:52])[c:53]1[F:54].[ClH:57].[Na+:56].[Na+:62].[OH-:55]>>[NH2:10][c:11]1[c:12]([F:29])[c:13]([C:18](=[O:19])[c:20]2[cH:21][nH:22][c:23]3[n:24][cH:25][n:26][cH:27][c:28]23)[c:14]([F:17])[cH:15][cH:16]1.